Dataset: the Open Reaction Database (ORD), a public repository of structured organic reaction records. Task: describe an organic reaction: reactants, conditions, products, and yield Reactants: O (Water), BrC(CCC(C(C)(C)N1COC(=C(C1=O)C1=CC=CC=C1)C)=O)C (6-bromo-2-(2,3-dihydro-6-methyl-4-oxo-5-phenyl-4H-1,3-oxazin-3-yl)-2-methylheptan-3-one), C(C)(=O)[O-].[Na+] (sodium acetate), O (water). The solvent is CN(C=O)C (N,N-dimethylformamide). Run at temperature 70 celsius. Product: CC1=C(C(N(CO1)C(C)(C(CCC(C)O)=O)C)=O)C1=CC=CC=C1 (2-(2,3-dihydro-6-methyl-4-oxo-5-phenyl-4H-1,3-oxazin-3-yl)-2-methyl-3-oxo-heptan-6-ol). The yield is 25.2%. RXN SMILES: Br[CH:2]([CH3:24])[CH2:3][CH2:4][C:5](=[O:23])[C:6]([N:9]1[C:14](=[O:15])[C:13]([C:16]2[CH:21]=[CH:20][CH:19]=[CH:18][CH:17]=2)=[C:12]([CH3:22])[O:11][CH2:10]1)([CH3:8])[CH3:7].C([O-])(=[O:27])C.[Na+].O>CN(C)C=O>[CH3:22][C:12]1[O:11][CH2:10][N:9]([C:6]([CH3:8])([C:5](=[O:23])[CH2:4][CH2:3][CH:2]([OH:27])[CH3:24])[CH3:7])[C:14](=[O:15])[C:13]=1[C:16]1[CH:21]=[CH:20][CH:19]=[CH:18][CH:17]=1 |f:1.2|. Reported procedure: A mixture of 6-bromo-2-(2,3-dihydro-6-methyl-4-oxo-5-phenyl-4H-1,3-oxazin-3-yl)-2-methylheptan-3-one (1.04 g), sodium acetate (0.43 g) and water (0.10 g) in N,N-dimethylformamide was heated at 70° C. for 2 hours. Water was added and the mixture extracted (dichloromethane) and the organic phase dried (magnesium sulphate) and evaporated. The residue was purified by chromatography on silica gel eluting with hexane/ethyl acetate (3:1), to give 2-(2,3-dihydro-6-methyl-4-oxo-5-phenyl-4H-1,3-oxazin-3-y... The reactants are C(C)(C)(C)OC(=O)N[C@H]1CC[C@H](CC1)ON (cis-4-(tert-Butoxycarbonyl)aminocyclohexyloxyamine), Cl (HCl). The solvent is CCOC(=O)C (EtOAc). Product: Cl.Cl.N[C@H]1CC[C@H](CC1)ON (cis-4-Aminocyclohexyloxyamine dihydrochloride). As a reaction SMILES: C(OC([NH:8][C@@H:9]1[CH2:14][CH2:13][C@H:12]([O:15][NH2:16])[CH2:11][CH2:10]1)=O)(C)(C)C.[ClH:17]>CCOC(C)=O>[ClH:17].[ClH:17].[NH2:8][C@@H:9]1[CH2:14][CH2:13][C@H:12]([O:15][NH2:16])[CH2:11][CH2:10]1 |f:3.4.5|. Reported procedure: cis-4-(tert-Butoxycarbonyl)aminocyclohexyloxyamine (0.80 g) was dissolved in a 5M HCl solution in EtOAc (20 mL). After 1 h the solvent was removed under reduced pressure to give the title compound III-c (0.64 g, 99%) as a white solid. 1H-NMR (300 MHz, DMSO-d6, ppm from TMS): δ 11.03 (3H, bb), 8.08 (3H, bb), 4.26 (1H, m), 3.02 (1H, m), 1.50-2.10 (8H, m). Reactants: [Al+3], O=C(Nc1ccc(OCc2ccccc2)cc1)c1ccc2ncccc2c1, [Cl-], [H-], [H-], [H-], [H-], [Li+], [NH4+], C1CCOC1. Yields the product c1ccc(COc2ccc(NCc3ccc4ncccc4c3)cc2)cc1. Reaction SMILES: [Al+3:2].[CH2:7]([c:8]1[cH:9][cH:10][cH:11][cH:12][cH:13]1)[O:14][c:15]1[cH:16][cH:17][c:18]([NH:21][C:22](=[O:23])[c:24]2[cH:25][c:26]3[cH:27][cH:28][cH:29][n:30][c:31]3[cH:32][cH:33]2)[cH:19][cH:20]1.[Cl-:34].[H-:1].[H-:4].[H-:5].[H-:6].[Li+:3].[NH4+:35].[O:36]1[CH2:37][CH2:38][CH2:39][CH2:40]1>>[CH2:7]([c:8]1[cH:9][cH:10][cH:11][cH:12][cH:13]1)[O:14][c:15]1[cH:16][cH:17][c:18]([NH:21][CH2:22][c:24]2[cH:25][c:26]3[cH:27][cH:28][cH:29][n:30][c:31]3[cH:32][cH:33]2)[cH:19][cH:20]1.